From a dataset of the Open Reaction Database (ORD), a public repository of structured organic reaction records. describe an organic reaction: reactants, conditions, products, and yield The reactants are C(C)(C)(C)C1=C(C=CC=C1)C1=CN(C2=CC=CC=C12)S(=O)(=O)C1=CC=CC=C1 (3-(2-tert-Butylphenyl)-1-(phenylsulfonyl)-1H-indole), [F-].C(CCC)[N+](CCCC)(CCCC)CCCC (tetrabutylammonium fluoride). Solvent: O1CCCC1 (tetrahydrofuran). Conditions: temperature 100 celsius. The product is C(C)(C)(C)C1=C(C=CC=C1)C1=CNC2=CC=CC=C12 (3-(2-tert-butylphenyl)-1H-indole). Isolated yield 24.3%. As a reaction SMILES: [C:1]([C:5]1[CH:10]=[CH:9][CH:8]=[CH:7][C:6]=1[C:11]1[C:19]2[C:14](=[CH:15][CH:16]=[CH:17][CH:18]=2)[N:13](S(C2C=CC=CC=2)(=O)=O)[CH:12]=1)([CH3:4])([CH3:3])[CH3:2].[F-].C([N+](CCCC)(CCCC)CCCC)CCC>O1CCCC1>[C:1]([C:5]1[CH:10]=[CH:9][CH:8]=[CH:7][C:6]=1[C:11]1[C:19]2[C:14](=[CH:15][CH:16]=[CH:17][CH:18]=2)[NH:13][CH:12]=1)([CH3:4])([CH3:2])[CH3:3] |f:1.2|. Procedure: 3-(2-tert-Butylphenyl)-1-(phenylsulfonyl)-1H-indole (172.6 mg, 0.443 mmol) was combined with tetrahydrofuran (2.0 mL) and 1 M tetrabutylammonium fluoride solution (2.21 mL) and heated to 100° C. for 20 minutes. The cooled reaction is charged to a silica gel column and purified by eluting with a gradient of ethyl acetate and hexanes to give 3-(2-tert-butylphenyl)-1H-indole (26.8 mg, 26%) as a colorless solid.